Dataset: the Open Reaction Database (ORD), a public repository of structured organic reaction records. Task: describe an organic reaction: reactants, conditions, products, and yield The reactants are CN1N=CC(=C1)S(=O)(=O)Cl (1-methyl-1H-pyrazole-4-sulfonyl chloride), Cl.O1CCOCC1 (HCl Dioxane), FC1=CC=C(C=C1)N1N=CC2=C1C=C1CCN(C[C@]1(C2)C(C2=NC=CC(=C2)C(F)(F)F)=O)C(=O)OC(C)(C)C ((R)-tert-butyl 1-(4-fluorophenyl)-4a-(4-(trifluoromethyl)picolinoyl)-4a,5,7,8-tetrahydro-1H-pyrazolo[3,4-g]isoquinoline-6(4H)-carboxylate), CCN(C(C)C)C(C)C (Hunig's base). Solvent: ClCCl (dichloromethane). Run at time 2 hour. The product is FC1=CC=C(C=C1)N1N=CC2=C1C=C1CCN(C[C@]1(C2)C(=O)C2=NC=CC(=C2)C(F)(F)F)S(=O)(=O)C=2C=NN(C2)C ((R)-(1-(4-fluorophenyl)-6-((1-methyl-1H-pyrazol-4-yl)sulfonyl)-4,4a,5,6,7,8-hexahydro-1H-pyrazolo[3,4-g]isoquinolin-4a-yl)(4-(trifluoromethyl)pyridin-2-yl)methanone). Yield: 63.6%. RXN SMILES: Cl.O1CCOCC1.[F:8][C:9]1[CH:14]=[CH:13][C:12]([N:15]2[C:19]3[CH:20]=[C:21]4[C@:26]([C:28](=[O:39])[C:29]5[CH:34]=[C:33]([C:35]([F:38])([F:37])[F:36])[CH:32]=[CH:31][N:30]=5)([CH2:27][C:18]=3[CH:17]=[N:16]2)[CH2:25][N:24](C(OC(C)(C)C)=O)[CH2:23][CH2:22]4)=[CH:11][CH:10]=1.CCN(C(C)C)C(C)C.[CH3:56][N:57]1[CH:61]=[C:60]([S:62](Cl)(=[O:64])=[O:63])[CH:59]=[N:58]1>ClCCl>[F:8][C:9]1[CH:14]=[CH:13][C:12]([N:15]2[C:19]3[CH:20]=[C:21]4[C@:26]([C:28]([C:29]5[CH:34]=[C:33]([C:35]([F:38])([F:37])[F:36])[CH:32]=[CH:31][N:30]=5)=[O:39])([CH2:27][C:18]=3[CH:17]=[N:16]2)[CH2:25][N:24]([S:62]([C:60]2[CH:59]=[N:58][N:57]([CH3:56])[CH:61]=2)(=[O:64])=[O:63])[CH2:23][CH2:22]4)=[CH:11][CH:10]=1 |f:0.1|. Procedure details: HCl/Dioxane (4M) (25.3 ml, 101 mmol) was added to (R)-tert-butyl 1-(4-fluorophenyl)-4a-(4-(trifluoromethyl)picolinoyl)-4a,5,7,8-tetrahydro-1H-pyrazolo[3,4-g]isoquinoline-6(4H)-carboxylate (2.75 g, 5.07 mmol) and the reaction mixture was stirred at room temperature for 2 h. The solvent was removed in vacuo to give an orange gum. This was dissolved in dichloromethane (75 mL) and Hunig's base (4.43 ml, 25.3 mmol) was added followed by 1-methyl-1H-pyrazole-4-sulfonyl chloride (1.099 g, 6.08 mmol). T... Starting materials: CCCCCC=CCC=CCC=CCC=CCCCC(=O)NCCOP(=O)=O, CCC=CCC=CCC=CCC=CCC=CCCCC(=O)O. Yields the product CCC=CCC=CCC=CCC=CCC=CCCCC(=O)NCCOP(=O)=O. RXN SMILES: [C:1]([CH2:2][CH2:3][CH2:4][CH:5]=[CH:6][CH2:7][CH:8]=[CH:9][CH2:10][CH:11]=[CH:12][CH2:13][CH:14]=[CH:15][CH2:16][CH2:17][CH2:18][CH2:19][CH3:20])(=[O:21])[NH:22][CH2:23][CH2:24][O:25][P:26](=[O:27])=[O:28].[C:29]([OH:30])(=[O:31])[CH2:32][CH2:33][CH2:34][CH:35]=[CH:36][CH2:37][CH:38]=[CH:39][CH2:40][CH:41]=[CH:42][CH2:43][CH:44]=[CH:45][CH2:46][CH:47]=[CH:48][CH2:49][CH3:50]>>[C:1]([CH2:2][CH2:3][CH2:4][CH:5]=[CH:6][CH2:7][CH:8]=[CH:9][CH2:10][CH:11]=[CH:12][CH2:13][CH:14]=[CH:15][CH2:16][CH:17]=[CH:18][CH2:19][CH3:20])(=[O:21])[NH:22][CH2:23][CH2:24][O:25][P:26](=[O:27])=[O:28]. Reactants: Cl.CN(CCCN=C=NCC)C (1-(3-dimethylaminopropyl)-3-ethylcarbodiimide hydrochloride), N1CCC(CC1)=C1C=2N(CCC3=C1C=CC=C3)C=CN2 (6,11-dihydro-11-(4-piperidylidene)-5H-imidazo[2,1-b][3]benzazepine), [N+]1(=CC=C(C=C1)C(=O)O)[O-] (pyridine-4-carboxylic acid N-oxide), O.ON1N=NC2=C1C=CC=C2 (1-hydroxybenzotriazole hydrate), C([O-])(O)=O.[Na+] (sodium bicarbonate). The solvent is ClCCl (dichloromethane), O (Water). Conditions: temperature 25 celsius. The product is N=1C=CN2C1C(C1=C(CC2)C=CC=C1)=C1CC[N+](CC1)(C(=O)C1=CC=NC=C1)[O-] (4-(5,6-dihydro-11H-imidazo[2,1-b][3]benzazepin-11-ylidene)-1-(4-pyridinylcarbonyl)-piperidine N1 -oxide). Yield: 71.3%. RXN SMILES: Cl.CN(C)CCCN=C=NCC.[NH:13]1[CH2:18][CH2:17][C:16](=[C:19]2[C:25]3[CH:26]=[CH:27][CH:28]=[CH:29][C:24]=3[CH2:23][CH2:22][N:21]3[CH:30]=[CH:31][N:32]=[C:20]23)[CH2:15][CH2:14]1.[N+:33]1([O-])[CH:38]=[CH:37][C:36]([C:39](O)=[O:40])=[CH:35][CH:34]=1.O.[OH:44]N1C2C=CC=CC=2N=N1.C(=O)(O)[O-].[Na+]>ClCCl.O>[N:32]1[CH:31]=[CH:30][N:21]2[CH2:22][CH2:23][C:24]3[CH:29]=[CH:28][CH:27]=[CH:26][C:25]=3[C:19](=[C:16]3[CH2:15][CH2:14][N+:13]([O-:44])([C:39]([C:36]4[CH:37]=[CH:38][N:33]=[CH:34][CH:35]=4)=[O:40])[CH2:18][CH2:17]3)[C:20]=12 |f:0.1,4.5,6.7|. Procedure details: 1-(3-dimethylaminopropyl)-3-ethylcarbodiimide hydrochloride (0.61 g) was added to a solution of 6,11-dihydro-11-(4-piperidylidene)-5H-imidazo[2,1-b][3]benzazepine (C, 0.52 g), pyridine-4-carboxylic acid N-oxide (0.44 g) and 1-hydroxybenzotriazole hydrate (0.43 g)in dichloromethane (20 ml) at 0°-5° C. The reaction mixture was then allowed to stir and to warm to 25° C. overnight. Water and 1 M sodium bicarbonate solution were added, and the aqueous layer was extracted with dichloromethane. Combine...